Task: describe an organic reaction: reactants, conditions, products, and yield. Dataset: the Open Reaction Database (ORD), a public repository of structured organic reaction records The reactants are O1CCOCC1 (1,4-dioxane), BrC=1C=C2C(=CNC2=C(C1)C(=O)N)C1CC(S(CC1)(=O)=O)(C)C (5-Bromo-3-(2,2-dimethyl-1,1-dioxidotetrahydro-2H-thiopyran-4-yl)-1H-indole-7-carboxamide), S1C=C(C=C1)B(O)O (3-Thiopheneboronic acid), C(=O)([O-])[O-].[K+].[K+] (K2CO3). The reagents and catalysts are C1=CC=C(C=C1)P([C-]2C=CC=C2)C3=CC=CC=C3.C1=CC=C(C=C1)P([C-]2C=CC=C2)C3=CC=CC=C3.Cl[Pd]Cl.[Fe+2] (PdCl2(dppf)). Run in O (water). Conditions: temperature 100 celsius. Product: CC1(S(CCC(C1)C1=CNC2=C(C=C(C=C12)C1=CSC=C1)C(=O)N)(=O)=O)C (3-(2,2-Dimethyl-1,1-dioxidotetrahydro-2H-thiopyran-4-yl)-5-(3-thienyl)-1H-indole-7-carboxamide). The yield is 19.3%. RXN SMILES: Br[C:2]1[CH:3]=[C:4]2[C:8](=[C:9]([C:11]([NH2:13])=[O:12])[CH:10]=1)[NH:7][CH:6]=[C:5]2[CH:14]1[CH2:19][CH2:18][S:17](=[O:21])(=[O:20])[C:16]([CH3:23])([CH3:22])[CH2:15]1.O1CCOCC1.[S:30]1[CH:34]=[CH:33][C:32](B(O)O)=[CH:31]1.C([O-])([O-])=O.[K+].[K+]>C1C=CC(P(C2C=CC=CC=2)[C-]2C=CC=C2)=CC=1.C1C=CC(P(C2C=CC=CC=2)[C-]2C=CC=C2)=CC=1.Cl[Pd]Cl.[Fe+2].O>[CH3:22][C:16]1([CH3:23])[CH2:15][CH:14]([C:5]2[C:4]3[C:8](=[C:9]([C:11]([NH2:13])=[O:12])[CH:10]=[C:2]([C:32]4[CH:33]=[CH:34][S:30][CH:31]=4)[CH:3]=3)[NH:7][CH:6]=2)[CH2:19][CH2:18][S:17]1(=[O:21])=[O:20] |f:3.4.5,6.7.8.9|. Reported procedure: 5-Bromo-3-(2,2-dimethyl-1,1-dioxidotetrahydro-2H-thiopyran-4-yl)-1H-indole-7-carboxamide (144 mg, 0.36 mmol) was placed in a microwave vial and dissolved with 1,4-dioxane (6 mL) and water (3 mL). 3-Thiopheneboronic acid (92 mg, 0.72 mmol) and K2CO3 (150 mg, 1.1 mmol) were added. Argon was bubbled in the mixture for 10 min with stirring. PdCl2(dppf) (21 mg, 0.29 mmol) was added, and argon was bubbled another 10 min. The vial is sealed and heated in a microwave for 5 min at 100° C. on high absorpt... Reactants: O([Si](C)(C)C(C)(C)C)C[C@@H]1OC(N2C3=C(OC[C@H]21)C=C(C=C3)N3C(OC=C3)=O)=O ((3R,3aS)-3-((t-butyldimethylsiloxy)methyl)-7-(2-oxooxazol-3-yl)-3a,4-dihydrobenzo[b]oxazolo[3,4-d][1,4]oxazin-1(3H)-one), CCCC[N+](CCCC)(CCCC)CCCC.[F-] (TBAF). The solvent is C1CCOC1 (THF). Yields the product OC[C@@H]1OC(N2C3=C(OC[C@H]21)C=C(C=C3)N3C(OC=C3)=O)=O ((3R,3 aS)-3-(hydroxymethyl)-7-(2-oxooxazol-3-yl)-3a,4-dihydrobenzo[b]oxazolo[3,4-d][1,4]oxazin-1 (3H)-one). Yield: 105.4%. As a reaction SMILES: [O:1]([CH2:9][C@H:10]1[C@H:18]2[N:13]([C:14]3[CH:22]=[CH:21][C:20]([N:23]4[CH:27]=[CH:26][O:25][C:24]4=[O:28])=[CH:19][C:15]=3[O:16][CH2:17]2)[C:12](=[O:29])[O:11]1)[Si](C(C)(C)C)(C)C.CCCC[N+](CCCC)(CCCC)CCCC.[F-]>C1COCC1>[OH:1][CH2:9][C@H:10]1[C@H:18]2[N:13]([C:14]3[CH:22]=[CH:21][C:20]([N:23]4[CH:27]=[CH:26][O:25][C:24]4=[O:28])=[CH:19][C:15]=3[O:16][CH2:17]2)[C:12](=[O:29])[O:11]1 |f:1.2|. Procedure: Using compound (3R,3aS)-3-((t-butyldimethylsiloxy)methyl)-7-(2-oxooxazol-3-yl)-3a,4-dihydrobenzo[b]oxazolo[3,4-d][1,4]oxazin-1(3H)-one (0.38 g, 0.904 mmol), and TBAF (0.47 g, 1.807 mmol) as starting materials, THF as solvent, preparation following the method as described in Example 1(b) afforded white solid 0.29 g, yield 99.9%.